From a dataset of the Open Reaction Database (ORD), a public repository of structured organic reaction records. describe an organic reaction: reactants, conditions, products, and yield Reactants: C1CCOC1, [H][H], C(#Cc1ccccc1)c1ccccc1. Product: c1ccc(CCc2ccccc2)cc1. RXN SMILES: [CH2:17]1[O:18][CH2:19][CH2:20][CH2:21]1.[H:1][H:2].[c:3]1([C:9]#[C:10][c:11]2[cH:12][cH:13][cH:14][cH:15][cH:16]2)[cH:4][cH:5][cH:6][cH:7][cH:8]1>>[c:3]1([CH2:9][CH2:10][c:11]2[cH:12][cH:13][cH:14][cH:15][cH:16]2)[cH:4][cH:5][cH:6][cH:7][cH:8]1. Reactants: CC(C)(C)OC(=O)N1CCC(NC(=O)c2n[nH]cc2NC(=O)c2c(Cl)cccc2Cl)CC1, CO, CCOC(C)=O, Cl. Product: O=C(NC1CCNCC1)c1n[nH]cc1NC(=O)c1c(Cl)cccc1Cl. Reaction SMILES: [C:1]([O:2][C:3](=[O:4])[N:8]1[CH2:9][CH2:10][CH:11]([NH:14][C:15](=[O:16])[c:17]2[n:18][nH:19][cH:20][c:21]2[NH:22][C:23]([c:24]2[c:25]([Cl:31])[cH:26][cH:27][cH:28][c:29]2[Cl:30])=[O:32])[CH2:12][CH2:13]1)([CH3:5])([CH3:6])[CH3:7].[CH3:34][OH:35].[CH3:36][CH2:37][O:38][C:39]([CH3:40])=[O:41].[ClH:33]>>[NH:8]1[CH2:9][CH2:10][CH:11]([NH:14][C:15](=[O:16])[c:17]2[n:18][nH:19][cH:20][c:21]2[NH:22][C:23]([c:24]2[c:25]([Cl:31])[cH:26][cH:27][cH:28][c:29]2[Cl:30])=[O:32])[CH2:12][CH2:13]1. Solvent: CCOC(=O)C (EtOAc), C1CCOC1 (THF). Procedure details: Glycolonitrile (0.013 mmol, 0.1 mL) was added to a solution of tert-butyl 3-(4-(3-(3-cyano-4-fluorophenyl)-1,3,4-thiadiazol-5-yl)-3-methylphenyl)propanoate (0.012 mmol, 0.005 g, from Step B) in THF (1 mL). Sodium hydride (95%, 5 mg) was added to the reaction mixture which was heated at 75° C. for 16 h. The reaction was diluted with EtOAc (20 mL) and washed with water (20 mL). The organics were dried over magnesium sulfate, filtered and concentrated in vacuo. Silica gel chromatography eluting wit... Run at temperature 75 celsius. The reactants are C(CO)#N (Glycolonitrile), C(#N)C=1C=C(C=CC1F)N1CSC(=N1)C1=C(C=C(C=C1)CCC(=O)OC(C)(C)C)C (tert-Butyl 3-(4-(3-(3-Cyano-4-fluorophenyl)-1,3,4-thiadiazol-5-yl)-3-methylphenyl)propanoate), [H-].[Na+] (Sodium hydride). The product is C(#N)C=1C=C(C=CC1OCC#N)N1CSC(=N1)C1=C(C=C(C=C1)CCC(=O)OC(C)(C)C)C (tert-Butyl 3-(4-(3-(3-Cyano-4-cyanomethoxyphenyl)-1,3,4-thiadiazol-5-yl)-3-methylphenyl)propanoate). RXN SMILES: [C:1](#[N:4])[CH2:2][OH:3].[C:5]([C:7]1[CH:8]=[C:9]([N:14]2[N:18]=[C:17]([C:19]3[CH:24]=[CH:23][C:22]([CH2:25][CH2:26][C:27]([O:29][C:30]([CH3:33])([CH3:32])[CH3:31])=[O:28])=[CH:21][C:20]=3[CH3:34])[S:16][CH2:15]2)[CH:10]=[CH:11][C:12]=1F)#[N:6].[H-].[Na+]>C1COCC1.CCOC(C)=O>[C:5]([C:7]1[CH:8]=[C:9]([N:14]2[N:18]=[C:17]([C:19]3[CH:24]=[CH:23][C:22]([CH2:25][CH2:26][C:27]([O:29][C:30]([CH3:32])([CH3:31])[CH3:33])=[O:28])=[CH:21][C:20]=3[CH3:34])[S:16][CH2:15]2)[CH:10]=[CH:11][C:12]=1[O:3][CH2:2][C:1]#[N:4])#[N:6] |f:2.3|.